Dataset: the Open Reaction Database (ORD), a public repository of structured organic reaction records. Task: describe an organic reaction: reactants, conditions, products, and yield Starting materials: N#CCCCCCCBr, CS(=O)(=O)NCC=Cc1cc(Cl)cc(Cl)c1. Product: CS(=O)(=O)N(CC=Cc1cc(Cl)cc(Cl)c1)CCCCCCC#N. Reaction SMILES: [Br:17][CH2:18][CH2:19][CH2:20][CH2:21][CH2:22][CH2:23][C:24]#[N:25].[Cl:1][c:2]1[cH:3][c:4]([CH:9]=[CH:10][CH2:11][NH:12][S:13](=[O:14])(=[O:15])[CH3:16])[cH:5][c:6]([Cl:8])[cH:7]1>>[Cl:1][c:2]1[cH:3][c:4]([CH:9]=[CH:10][CH2:11][N:12]([S:13](=[O:14])(=[O:15])[CH3:16])[CH2:18][CH2:19][CH2:20][CH2:21][CH2:22][CH2:23][C:24]#[N:25])[cH:5][c:6]([Cl:8])[cH:7]1. RXN SMILES: [CH2:1]([S:8][CH2:9][C:10]([OH:12])=[O:11])[C:2]1[CH:7]=[CH:6][CH:5]=[CH:4][CH:3]=1.[CH3:13]O>>[CH2:1]([S:8][CH2:9][C:10]([O:12][CH3:13])=[O:11])[C:2]1[CH:7]=[CH:6][CH:5]=[CH:4][CH:3]=1. Yields the product C(C1=CC=CC=C1)SCC(=O)OC (Methyl S-benzylthioglycolate). Starting materials: C(C1=CC=CC=C1)SCC(=O)O (S-benzylthioglycolic acid), CO (methanol). Reported procedure: S-benzylthioglycolic acid (12.0 g) was dissolved in 250 mL of methanol and sparged with hydrogen chloride gas at room temperature for 20 minutes. The solvent was then removed under vacuum. Methyl S-benzylthioglycolate obtained was used in the next step without further purification.